This data is from the Open Reaction Database (ORD), a public repository of structured organic reaction records. The task is: describe an organic reaction: reactants, conditions, products, and yield Reactants: O=C(n1ccnc1)n1ccnc1, C1CCOC1, CNCCO, O=C(CN1CC(NC(=O)c2ccc(Cl)s2)C(C(=O)[O-])C1)Nc1ccc(-n2ccccc2=O)cc1F, [Li+], CN(C)C=O. Yields the product CN(CCO)C(=O)C1CN(CC(=O)Nc2ccc(-n3ccccc3=O)cc2F)CC1NC(=O)c1ccc(Cl)s1. RXN SMILES: [C:37]([n:38]1[cH:39][cH:40][n:41][cH:42]1)([n:43]1[cH:44][cH:45][n:46][cH:47]1)=[O:48].[CH2:54]1[O:55][CH2:56][CH2:57][CH2:58]1.[CH3:49][NH:50][CH2:51][CH2:52][OH:53].[Cl:1][c:2]1[cH:3][cH:4][c:5]([C:7](=[O:8])[NH:9][CH:10]2[CH:11]([C:33](=[O:34])[O-:35])[CH2:12][N:13]([CH2:15][C:16]([NH:17][c:18]3[c:19]([F:31])[cH:20][c:21](-[n:24]4[c:25](=[O:30])[cH:26][cH:27][cH:28][cH:29]4)[cH:22][cH:23]3)=[O:32])[CH2:14]2)[s:6]1.[Li+:36].[O:59]=[CH:60][N:61]([CH3:62])[CH3:63]>>[Cl:1][c:2]1[cH:3][cH:4][c:5]([C:7](=[O:8])[NH:9][CH:10]2[CH:11]([C:33](=[O:35])[N:50]([CH3:49])[CH2:51][CH2:52][OH:53])[CH2:12][N:13]([CH2:15][C:16]([NH:17][c:18]3[c:19]([F:31])[cH:20][c:21](-[n:24]4[c:25](=[O:30])[cH:26][cH:27][cH:28][cH:29]4)[cH:22][cH:23]3)=[O:32])[CH2:14]2)[s:6]1. Reactants: CON=CC1CC(n2cc(C)c(=O)[nH]c2=O)OC1CON1C(=O)c2ccccc2C1=O, CO. The product is Cc1cn(C2CC(C=O)C(CON3C(=O)c4ccccc4C3=O)O2)c(=O)[nH]c1=O. Reaction SMILES: [CH3:1][O:2][N:3]=[CH:4][CH:5]1[CH2:6][CH:7]([n:23]2[c:24](=[O:25])[nH:26][c:27](=[O:28])[c:29]([CH3:30])[cH:31]2)[O:8][CH:9]1[CH2:10][O:11][N:12]1[C:13](=[O:22])[c:14]2[c:15]([cH:18][cH:19][cH:20][cH:21]2)[C:16]1=[O:17].[CH3:32][OH:33]>>[CH:4]([CH:5]1[CH2:6][CH:7]([n:23]2[c:24](=[O:25])[nH:26][c:27](=[O:28])[c:29]([CH3:30])[cH:31]2)[O:8][CH:9]1[CH2:10][O:11][N:12]1[C:13](=[O:22])[c:14]2[c:15]([cH:18][cH:19][cH:20][cH:21]2)[C:16]1=[O:17])=[O:33].